This data is from the Open Reaction Database (ORD), a public repository of structured organic reaction records. The task is: describe an organic reaction: reactants, conditions, products, and yield Starting materials: BrC1=C(N)C(=CC(=C1)Br)Br (2,4,6-tribromoaniline), O1CCCC1 (tetrahydrofuran), C=1(C(=CC=CC1)S(=O)(=O)N=C=O)C (toluenesulfonyl isocyanate), O1CCCC1 (tetrahydrofuran). Run at time 3 hour. Product: BrC1=C(C(=CC(=C1)Br)Br)NC(=O)NS(=O)(=O)C1=CC=C(C=C1)C (N-(2,4,6-tribromophenyl)-N'-(p-toluenesulfonyl) urea). RXN SMILES: [Br:1][C:2]1[CH:8]=[C:7]([Br:9])[CH:6]=[C:5]([Br:10])[C:3]=1[NH2:4].[C:11]1(C)[C:12]([S:17]([N:20]=[C:21]=[O:22])(=[O:19])=[O:18])=[CH:13][CH:14]=[CH:15][CH:16]=1.O1CCC[CH2:25]1>>[Br:1][C:2]1[CH:8]=[C:7]([Br:9])[CH:6]=[C:5]([Br:10])[C:3]=1[NH:4][C:21]([NH:20][S:17]([C:12]1[CH:11]=[CH:16][C:15]([CH3:25])=[CH:14][CH:13]=1)(=[O:18])=[O:19])=[O:22]. Reported procedure: 50 mmol of 2,4,6-tribromoaniline were dissolved in 20 ml of tetrahydrofuran. A solution of 50 mmol of toluenesulfonyl isocyanate in 20 ml of tetrahydrofuran was added dropwise at room temperature, and the stirred reaction mixture was subsequently kept at 40° C. for 3 hours. The precipitated crystals were filtered off under suction. After recrystallization from toluene, the product had a melting point of 230° C. Reactants: CCCCOCCOc1ccc(-c2ccc3c(c2)C=C(C(=O)Nc2ccc(Sc4cccc5nc(C)cn45)cc2)CCN3CC(C)C)cc1, ClCCl, [Na+], [Na+], O=C(OO)c1cccc(Cl)c1, O=S([O-])([O-])=S. The product is CCCCOCCOc1ccc(-c2ccc3c(c2)C=C(C(=O)Nc2ccc(S(=O)c4cccc5nc(C)cn45)cc2)CCN3CC(C)C)cc1. As a reaction SMILES: [CH2:1]([CH2:2][CH2:3][CH3:4])[O:5][CH2:6][CH2:7][O:8][c:9]1[cH:10][cH:11][c:12](-[c:15]2[cH:16][cH:17][c:18]3[c:19]([cH:49]2)[CH:20]=[C:21]([C:29](=[O:30])[NH:31][c:32]2[cH:33][cH:34][c:35]([S:38][c:39]4[cH:40][cH:41][cH:42][c:43]5[n:44]4[cH:45][c:46]([CH3:48])[n:47]5)[cH:36][cH:37]2)[CH2:22][CH2:23][N:24]3[CH2:25][CH:26]([CH3:27])[CH3:28])[cH:13][cH:14]1.[Cl:68][CH2:69][Cl:70].[Na+:66].[Na+:67].[OH:50][O:51][C:52]([c:53]1[cH:54][c:55]([Cl:56])[cH:57][cH:58][cH:59]1)=[O:60].[S:61]([O-:62])([O-:63])(=[O:64])=[S:65]>>[CH2:1]([CH2:2][CH2:3][CH3:4])[O:5][CH2:6][CH2:7][O:8][c:9]1[cH:10][cH:11][c:12](-[c:15]2[cH:16][cH:17][c:18]3[c:19]([cH:49]2)[CH:20]=[C:21]([C:29](=[O:30])[NH:31][c:32]2[cH:33][cH:34][c:35]([S:38]([c:39]4[cH:40][cH:41][cH:42][c:43]5[n:44]4[cH:45][c:46]([CH3:48])[n:47]5)=[O:50])[cH:36][cH:37]2)[CH2:22][CH2:23][N:24]3[CH2:25][CH:26]([CH3:27])[CH3:28])[cH:13][cH:14]1. Reactants: CC1=NC2=C(N1)C(=CC(=C2)N2CCOCC2)C(=O)OC (methyl 2-methyl-5-(4-morpholinyl)-1H-benzimidazole-7-carboxylate), BrCC1=CC=CC=2C=CSC21 (7-(bromomethyl)-1-benzothiophene), [OH-].[Li+] (lithium hydroxide), BrCC1=CC=CC=2C=CSC21 (7-(bromomethyl)-1-benzothiophene), C([O-])([O-])=O.[K+].[K+] (potassium carbonate), Cl (HCl). Solvent: O1CCCC1 (tetrahydrofuran), O (water), CN(C=O)C (N,N-Dimethylformamide). Conditions: temperature 80 celsius, time 3 hour. Yields the product S1C=CC2=C1C(=CC=C2)CN2C(=NC1=C2C=C(C=C1C(=O)O)N1CCOCC1)C (1-(1-benzothien-7-ylmethyl)-2-methyl-6-(4-morpholinyl)-1H-benzimidazole-4-carboxylic acid). The yield is 9.4%. Reaction SMILES: [CH3:1][C:2]1[NH:6][C:5]2[C:7]([C:17]([O:19]C)=[O:18])=[CH:8][C:9]([N:11]3[CH2:16][CH2:15][O:14][CH2:13][CH2:12]3)=[CH:10][C:4]=2[N:3]=1.Br[CH2:22][C:23]1[C:31]2[S:30][CH:29]=[CH:28][C:27]=2[CH:26]=[CH:25][CH:24]=1.C(=O)([O-])[O-].[K+].[K+].[OH-].[Li+].Cl>CN(C)C=O.O1CCCC1.O>[S:30]1[C:31]2[C:23]([CH2:22][N:3]3[C:4]4[CH:10]=[C:9]([N:11]5[CH2:12][CH2:13][O:14][CH2:15][CH2:16]5)[CH:8]=[C:7]([C:17]([OH:19])=[O:18])[C:5]=4[N:6]=[C:2]3[CH3:1])=[CH:24][CH:25]=[CH:26][C:27]=2[CH:28]=[CH:29]1 |f:2.3.4,5.6|. Reported procedure: To a solution of methyl 2-methyl-5-(4-morpholinyl)-1H-benzimidazole-7-carboxylate, prepared as described in Example 26, step d (0.2 g, 0.726 mmol) in N,N-Dimethylformamide (DMF) (10 mL) was added 7-(bromomethyl)-1-benzothiophene (0.247 g, 1.090 mmol) and potassium carbonate (0.301 g, 2.179 mmol). The resulting reaction mixture was stirred for 3 h at 80° C. An additional amount of 7-(bromomethyl)-1-benzothiophene (0.247 g, 1.090 mmol) was added and mixture was stirred for 3 h at 80° C. The soluti... Starting materials: CN1CCNCC1, O=[N+]([O-])c1ccc(Cl)cc1N1CCC(F)CC1, ClCCl. Product: CN1CCN(c2ccc([N+](=O)[O-])c(N3CCC(F)CC3)c2)CC1. As a reaction SMILES: [CH3:18][N:19]1[CH2:20][CH2:21][NH:22][CH2:23][CH2:24]1.[Cl:1][c:2]1[cH:3][cH:4][c:5]([N+:15](=[O:16])[O-:17])[c:6]([N:8]2[CH2:9][CH2:10][CH:11]([F:14])[CH2:12][CH2:13]2)[cH:7]1.[Cl:25][CH2:26][Cl:27]>>[c:2]1([N:22]2[CH2:21][CH2:20][N:19]([CH3:18])[CH2:24][CH2:23]2)[cH:3][cH:4][c:5]([N+:15](=[O:16])[O-:17])[c:6]([N:8]2[CH2:9][CH2:10][CH:11]([F:14])[CH2:12][CH2:13]2)[cH:7]1. Reactants: COC(C(CC(C)C)C=1C=C(C=C(C1)O)C1=CC(=CC(=C1)C(F)(F)F)F)=O (2-(3′-Fluoro-5-hydroxy-5′-trifluoromethyl-biphenyl-3-yl)-4-methyl-pentanoic acid methyl ester), FC=1C=C(C=C(C1)C(F)(F)F)B(O)O (3-fluoro-5-trifluoromethylbenzene boronic acid). The product is COC(C(CC(C)C)C=1C=C(C=C(C1)OC1=CC(=CC(=C1)C(F)(F)F)F)C1=CC(=CC(=C1)C(F)(F)F)F)=O (2-[3′-Fluoro-5-(3-fluoro-5-trifluoromethyl-phenoxy)-5′-trifluoromethyl-biphenyl-3-yl]-4-methyl-pentanoic acid methyl ester). The yield is 73.0%. As a reaction SMILES: [CH3:1][O:2][C:3](=[O:27])[CH:4]([C:9]1[CH:10]=[C:11]([C:16]2[CH:21]=[C:20]([C:22]([F:25])([F:24])[F:23])[CH:19]=[C:18]([F:26])[CH:17]=2)[CH:12]=[C:13]([OH:15])[CH:14]=1)[CH2:5][CH:6]([CH3:8])[CH3:7].[F:28][C:29]1[CH:30]=[C:31](B(O)O)[CH:32]=[C:33]([C:35]([F:38])([F:37])[F:36])[CH:34]=1>>[CH3:1][O:2][C:3](=[O:27])[CH:4]([C:9]1[CH:10]=[C:11]([C:16]2[CH:21]=[C:20]([C:22]([F:24])([F:23])[F:25])[CH:19]=[C:18]([F:26])[CH:17]=2)[CH:12]=[C:13]([O:15][C:31]2[CH:32]=[C:33]([C:35]([F:37])([F:36])[F:38])[CH:34]=[C:29]([F:28])[CH:30]=2)[CH:14]=1)[CH2:5][CH:6]([CH3:8])[CH3:7]. Procedure details: The title compound was prepared in 73% yield from 2-(3′-fluoro-5-hydroxy-5′-trifluoromethyl-biphenyl-3-yl)-4-methyl-pentanoic acid methyl ester (prepared in Example B) and 3-fluoro-5-trifluoromethylbenzene boronic acid under the conditions described in Example 15, step (g).